Dataset: the Open Reaction Database (ORD), a public repository of structured organic reaction records. Task: describe an organic reaction: reactants, conditions, products, and yield Reactants: C(C)(C)[Mg]Cl (isopropylmagnesium chloride), C(C)(C)(C)OC(=O)N1CCCC2=CC(=CN=C12)C=1C=NC=C(C1)C=O (6-(5-formyl-pyridin-3-yl)-3,4-dihydro-2H-[1,8]naphthyridine-1-carboxylic acid tert-butyl ester), resultant mixture. The solvent is C1CCOC1 (THF), C1CCOC1 (THF). Reaction conditions: time 16 hour. The product is CC(C(O)C=1C=NC=C(C1)C=1C=NC=2NCCCC2C1)C (2-methyl-1-[5-(5,6,7,8-tetrahydro-[1,8]naphthyridin-3-yl)-pyridin-3-yl]-propan-1-ol). As a reaction SMILES: C(OC([N:8]1[C:17]2[C:12](=[CH:13][C:14]([C:18]3[CH:19]=[N:20][CH:21]=[C:22]([CH:24]=[O:25])[CH:23]=3)=[CH:15][N:16]=2)[CH2:11][CH2:10][CH2:9]1)=O)(C)(C)C.[CH:26]([Mg]Cl)([CH3:28])[CH3:27]>C1COCC1>[CH3:27][CH:26]([CH3:28])[CH:24]([C:22]1[CH:21]=[N:20][CH:19]=[C:18]([C:14]2[CH:15]=[N:16][C:17]3[NH:8][CH2:9][CH2:10][CH2:11][C:12]=3[CH:13]=2)[CH:23]=1)[OH:25]. Procedure: To a cooled (0° C.) suspension of 6-(5-formyl-pyridin-3-yl)-3,4-dihydro-2H-[1,8]naphthyridine-1-carboxylic acid tert-butyl ester (125 mg, 0.37 mmol) in THF (1 mL) is added a solution of isopropylmagnesium chloride in THF (1.3M, 850 μL, 1.1 mmol). The resultant mixture is stirred warming to room temperature for 3 h. The reaction is quenched with saturated aqueous ammonium chloride solution and is extracted with EtOAc. The combined organic extracts are washed with water and brine, dried (Na2SO4) a... Starting materials: BrCc1ccccc1, O=C([O-])[O-], CC(C)=O, O=[N+]([O-])c1cc(Cl)c(O)c(Cl)c1, [K+], [K+]. Product: O=[N+]([O-])c1cc(Cl)c(OCc2ccccc2)c(Cl)c1. As a reaction SMILES: [Br:1][CH2:2][c:3]1[cH:4][cH:5][cH:6][cH:7][cH:8]1.[C:21](=[O:22])([O-:23])[O-:24].[CH3:27][C:28](=[O:29])[CH3:30].[Cl:9][c:10]1[c:11]([OH:20])[c:12]([Cl:19])[cH:13][c:14]([N+:16](=[O:17])[O-:18])[cH:15]1.[K+:25].[K+:26]>>[CH2:2]([c:3]1[cH:4][cH:5][cH:6][cH:7][cH:8]1)[O:20][c:11]1[c:10]([Cl:9])[cH:15][c:14]([N+:16](=[O:17])[O-:18])[cH:13][c:12]1[Cl:19]. The reactants are BrCC1=CC=C(C=C1)F (1-(bromomethyl)-4-fluorobenzene), BrCC1CC1 ((bromomethyl)cyclopropane), O=C1N(CCN1)C=1C=C(C(=O)[O-])C=CN1 (2-(2-oxoimidazolidin-1-yl)isonicotinate). Product: C1(CC1)CN1C(N(CC1)C=1C=C(C(=O)OC)C=CN1)=O (methyl 2-(3-(cyclopropylmethyl)-2-oxoimidazolidin-1-yl)isonicotinate). Yield: 69.0%. Reaction SMILES: Br[CH2:2]C1C=CC(F)=CC=1.Br[CH2:11][CH:12]1[CH2:14][CH2:13]1.[O:15]=[C:16]1[NH:20][CH2:19][CH2:18][N:17]1[C:21]1[CH:22]=[C:23]([CH:27]=[CH:28][N:29]=1)[C:24]([O-:26])=[O:25]>>[CH:14]1([CH2:13][N:20]2[CH2:19][CH2:18][N:17]([C:21]3[CH:22]=[C:23]([CH:27]=[CH:28][N:29]=3)[C:24]([O:26][CH3:2])=[O:25])[C:16]2=[O:15])[CH2:12][CH2:11]1. Reported procedure: Following the procedure as described in Preparation 17, making variations as required to replace 1-(bromomethyl)-4-fluorobenzene with (bromomethyl)cyclopropane to react with 2-(2-oxoimidazolidin-1-yl)isonicotinate, methyl 2-(3-(cyclopropylmethyl)-2-oxoimidazolidin-1-yl)isonicotinate was obtained as a colorless solid in 69% yield: mp 75-77° C.; 1H NMR (300 MHz, DMSO-d6) δ 8.69 (s, 1H), 8.42 (d, J=5.1 Hz, 1H), 7.35 (d, J=5.1 Hz, 1H), 3.94 (t, J=8.0 Hz, 2H), 3.85 (s, 3H), 3.54 (t, J=8.0 Hz, 2H), 3.... Starting materials: CC=1C(=NC=CC1)N[C@H]1CN(CCC1)C(=O)OC(C)(C)C ((R)-tert-butyl 3-((3-methylpyridin-2-yl)amino)piperidine-1-carboxylate), BrC1=CC=C(C(=O)Cl)C=C1 (4-bromobenzoyl chloride), C[Si](C)(C)[N-][Si](C)(C)C.[Li+] (lithium bis(trimethylsilyl)amide). The solvent is C1CCOC1 (THF). Reaction conditions: time 16 hour. Product: BrC1=CC=C(C(=O)N([C@H]2CN(CCC2)C(=O)OC(C)(C)C)C2=NC=CC=C2C)C=C1 (tert-butyl (3R)-3-[(4-bromobenzoyl)(3-methylpyridin-2-yl)amino]piperidine-1-carboxylate). Yield: 49.9%. RXN SMILES: [CH3:1][C:2]1[C:3]([NH:8][C@@H:9]2[CH2:14][CH2:13][CH2:12][N:11]([C:15]([O:17][C:18]([CH3:21])([CH3:20])[CH3:19])=[O:16])[CH2:10]2)=[N:4][CH:5]=[CH:6][CH:7]=1.[Br:22][C:23]1[CH:31]=[CH:30][C:26]([C:27](Cl)=[O:28])=[CH:25][CH:24]=1.C[Si]([N-][Si](C)(C)C)(C)C.[Li+]>C1COCC1>[Br:22][C:23]1[CH:31]=[CH:30][C:26]([C:27]([N:8]([C:3]2[C:2]([CH3:1])=[CH:7][CH:6]=[CH:5][N:4]=2)[C@@H:9]2[CH2:14][CH2:13][CH2:12][N:11]([C:15]([O:17][C:18]([CH3:21])([CH3:20])[CH3:19])=[O:16])[CH2:10]2)=[O:28])=[CH:25][CH:24]=1 |f:2.3|. Procedure details: To a solution of Preparation 2 (R)-tert-butyl 3-((3-methylpyridin-2-yl)amino)piperidine-1-carboxylate (33.3 g, 114 mmol) and 4-bromobenzoyl chloride (26.3 g, 120 mmol) in dry THF (300 mL) was added 1 M lithium bis(trimethylsilyl)amide (137 mL, 137 mmol) dropwise at 0° C. The reaction mixture was warmed and stirred at room temperature for 16 h. The reaction was quenched with water and extracted with EtOAc (3×1000 mL). The combined organic layers were washed with brine, dried over Na2SO4, filtered... Starting materials: ClC1=CC=C(C(C=C1)=O)NC(CC(C)=O)=O (1-[(4-Chloro-7-oxo-1,3,5-cycloheptatrien-1-yl)amino]-1,3-butanedione), [O-]CC.[Na+] (sodium ethoxide). Product: C(C)(=O)C1=C2C(NC1=O)=CC=C(C=C2)Cl (3-acetyl-6-chloro-1,2-dihydro-2-oxocyclohepta[b]pyrrole). RXN SMILES: [Cl:1][C:2]1[CH:8]=[CH:7][C:6](=O)[C:5]([NH:10][C:11](=[O:16])[CH2:12][C:13](=[O:15])[CH3:14])=[CH:4][CH:3]=1.[O-]CC.[Na+]>>[C:13]([C:12]1[C:11](=[O:16])[NH:10][C:5]2=[CH:4][CH:3]=[C:2]([Cl:1])[CH:8]=[CH:7][C:6]=12)(=[O:15])[CH3:14] |f:1.2|. Procedure: 1-[(4-Chloro-7-oxo-1,3,5-cycloheptatrien-1-yl)amino]-1,3-butanedione (480 mg) was suspended in a solution of sodium ethoxide (prepared from 46 mg of sodium and 2 ml of anhydrous ethanol). The solution was heated at reflux for 3 hr. The reaction mixture was cooled and filtered. The filtrate was evaporated to dryness. The residue was dissolved in water. The solution was rendered acidic with 6 N aqueous HCl. The precipitate was collected and dried to give 3-acetyl-6-chloro-1,2-dihydro-2-oxocyclohep... Starting materials: CCNC(=O)c1ccc(-n2nnc(C(=O)NC3CC3)c2COc2cccc(C(C)=O)c2)cc1, CC(=O)[O-], CCO, Cl, NO, [Na+], O. Yields the product CCNC(=O)c1ccc(-n2nnc(C(=O)NC3CC3)c2COc2cccc(C(C)=NO)c2)cc1. RXN SMILES: [C:1]([CH3:2])(=[O:3])[c:4]1[cH:5][c:6]([O:7][CH2:8][c:9]2[c:10]([C:25](=[O:26])[NH:27][CH:28]3[CH2:29][CH2:30]3)[n:11][n:12][n:13]2-[c:14]2[cH:15][cH:16][c:17]([C:20](=[O:21])[NH:22][CH2:23][CH3:24])[cH:18][cH:19]2)[cH:31][cH:32][cH:33]1.[CH3:38][C:39](=[O:40])[O-:41].[CH3:43][CH2:44][OH:45].[ClH:34].[NH2:35][OH:36].[Na+:37].[OH2:42]>>[C:1]([CH3:2])([c:4]1[cH:5][c:6]([O:7][CH2:8][c:9]2[c:10]([C:25](=[O:26])[NH:27][CH:28]3[CH2:29][CH2:30]3)[n:11][n:12][n:13]2-[c:14]2[cH:15][cH:16][c:17]([C:20](=[O:21])[NH:22][CH2:23][CH3:24])[cH:18][cH:19]2)[cH:31][cH:32][cH:33]1)=[N:35][OH:36]. The reactants are C(C)(C)N(CC)C(C)C (diisopropylethylamine), C1(=CC=CC=C1)P(=O)(C1=CC=CC=C1)Cl (diphenylphosphoryl chloride), ice, C(C)(C)N(CC)C(C)C (diisopropylethylamine), Cl.ON=C1CCN(CC1)C(CS)=N (2-(4-hydroxyiminopiperidin-1-yl)-2-iminoethylmercaptan hydrochloride), O[C@H](C)[C@@H]1[C@@H]2N(C(C(C2)=O)C(=O)OCC2=CC=C(C=C2)[N+](=O)[O-])C1=O (p-nitrobenzyl (5R,6S)-6-[(1R)-1-hydroxyethyl]-2-oxo-1-carbapenam-3-carboxylate). The reagents and catalysts are [C].[Pd] (palladium-carbon). Run in CCOCC (ether), CS(=O)C (dimethylsulfoxide), C(C)#N (acetonitrile), O1CCCC1 (tetrahydrofuran), O (water), P(=O)([O-])([O-])[O-] (phosphate). Conditions: time 1 hour. Product: ON=C1CCN(CC1)C(CSC=1C[C@H]2N(C1C(=O)O)C([C@@H]2[C@@H](C)O)=O)=N ((5R,6S)-2-[2-(4-Hydroxyiminopiperidin-1-yl)-2-iminoethylthio]-6-[(1R)-1-hydroxyethyl]-1-carbapen-2-em-3-carboxylic acid). Isolated yield 6.8%. As a reaction SMILES: C(N(C(C)C)CC)(C)C.C1(P(Cl)(C2C=CC=CC=2)=O)C=CC=CC=1.[OH:25][C@@H:26]([C@H:28]1[C:48](=[O:49])[N:30]2[CH:31]([C:35]([O:37]CC3C=CC([N+]([O-])=O)=CC=3)=[O:36])[C:32](=O)[CH2:33][C@H:29]12)[CH3:27].Cl.[OH:51][N:52]=[C:53]1[CH2:58][CH2:57][N:56]([C:59](=[NH:62])[CH2:60][SH:61])[CH2:55][CH2:54]1>C(#N)C.CS(C)=O.O1CCCC1.O.P([O-])([O-])([O-])=O.[C].[Pd].CCOCC>[OH:51][N:52]=[C:53]1[CH2:54][CH2:55][N:56]([C:59](=[NH:62])[CH2:60][S:61][C:32]2[CH2:33][C@@H:29]3[C@@H:28]([C@H:26]([OH:25])[CH3:27])[C:48](=[O:49])[N:30]3[C:31]=2[C:35]([OH:37])=[O:36])[CH2:57][CH2:58]1 |f:3.4,10.11|. Procedure: 0.21 ml of diisopropylethylamine and 0.22 ml of diphenylphosphoryl chloride were added dropwise to an ice-cooled solution of 363 mg of p-nitrobenzyl (5R,6S)-6-[(1R)-1-hydroxyethyl]-2-oxo-1-carbapenam-3-carboxylate in 5 ml of anhydrous acetonitrile, and the mixture was stirred for one hour with ice-cooling. A solution of 0.18 ml of diisopropylethylamine and 324 mg of 2-(4-hydroxyiminopiperidin-1-yl)-2-iminoethylmercaptan hydrochloride in 3 ml of dimethylsulfoxide was then added dropwise to the mi... Starting materials: O1C(CC2=NOC(=N2)C)C1 (3-(2,3-epoxy-propyl)-5-methyl-1,2,4-oxadiazole), N1(C)C(=O)N(C)C=2N=CNC2C1=O (theophylline). Run in C(C)(C)O (isopropyl alcohol), N1=CC=CC=C1 (pyridine). The product is OC(CN1C=NC=2N(C(N(C)C(C12)=O)=O)C)CC1=NOC(=N1)C (7-[2-hydroxy-3-(5-methyl-1,2,4-oxadiazol-3-yl)-propan-1-yl]-theophylline). Isolated yield 86.0%. RXN SMILES: [O:1]1[CH2:10][CH:2]1[CH2:3][C:4]1[N:8]=[C:7]([CH3:9])[O:6][N:5]=1.[N:11]1([C:22](=[O:23])[C:21]2[NH:20][CH:19]=[N:18][C:17]=2[N:15]([CH3:16])[C:13]1=[O:14])[CH3:12]>C(O)(C)C.N1C=CC=CC=1>[OH:1][CH:2]([CH2:3][C:4]1[N:8]=[C:7]([CH3:9])[O:6][N:5]=1)[CH2:10][N:20]1[C:21]2[C:22](=[O:23])[N:11]([CH3:12])[C:13](=[O:14])[N:15]([CH3:16])[C:17]=2[N:18]=[CH:19]1. Procedure details: 1.4 g. 3-(2,3-epoxy-propyl)-5-methyl-1,2,4-oxadiazole and 1.8 g. of theophylline are boiled under stirring in a mixture of 20 cm3 isopropyl alcohol and 0.1 cm3 of pyridine for 8 hours. 2.75 g. (86% yield) of 7-[2-hydroxy-3-(5-methyl-1,2,4-oxadiazol-3-yl)-propan-1-yl]-theophylline are obtained.